This data is from the Open Reaction Database (ORD), a public repository of structured organic reaction records. The task is: describe an organic reaction: reactants, conditions, products, and yield Starting materials: Cl.NO (hydroxylamine hydrochloride), FC(C1=CC=CC2=C1C(N1[C@H](C=3N2C=NC3C#N)CC1)=O)(F)F ((S)-8-trifluoromethyl-12,12a-dihydro-9-oxo-9H,11H-azeto[2,1-c]imidazo[1,5-a][1,4]benzodiazepine-1-carbonitrile), [Na] (sodium). The solvent is CO (methanol). Conditions: time 8 hour. Product: FC(C1=CC=CC2=C1C(N1[C@H](C=3N2C=NC3C(N)=NO)CC1)=O)(F)F ((S)-8-trifluoromethyl-12,12a-dihydro-9-oxo-9H,11H-azeto[2,1-c]imidazo[1,5-a][1,4]benzodiazepine-1-carboxamidoxime). Isolated yield 99.6%. As a reaction SMILES: [Na].Cl.[NH2:3][OH:4].[F:5][C:6]([F:27])([F:26])[C:7]1[C:12]2[C:13](=[O:25])[N:14]3[CH2:24][CH2:23][C@H:15]3[C:16]3[N:17]([CH:18]=[N:19][C:20]=3[C:21]#[N:22])[C:11]=2[CH:10]=[CH:9][CH:8]=1>CO>[F:27][C:6]([F:5])([F:26])[C:7]1[C:12]2[C:13](=[O:25])[N:14]3[CH2:24][CH2:23][C@H:15]3[C:16]3[N:17]([CH:18]=[N:19][C:20]=3[C:21](=[N:3][OH:4])[NH2:22])[C:11]=2[CH:10]=[CH:9][CH:8]=1 |f:1.2,^1:0|. Procedure: 730 mg (31.8 mmol) of sodium were dissolved in 40 ml of methanol. 2.37 g (34.1 mmol) of hydroxylamine hydrochloride and 7.1 g (22.3 mmol) of (S)-8-trifluoromethyl-12,12a-dihydro-9-oxo-9H,11H-azeto[2,1-c]imidazo[1,5-a][1,4]benzodiazepine-1-carbonitrile were added in succession at room temperature and the mixture was stirred at room temperature overnight. By evaporating the solvent there were obtained 7.8 g (100%) of (S)-8-trifluoromethyl-12,12a-dihydro-9-oxo-9H,11H-azeto[2,1-c]imidazo[1,5-a][1,4]... Starting materials: C1(=CC=CC=C1)C1=NC(=NO1)N (5-phenyl-[1,2,4]oxadiazol-3-ylamine), NC1=C(C=CC=C1)C(F)(F)F (2-aminobenzotrifluoride). Product: FC(C1=C(C=CC=C1)N1N=C(N=C1)N)(F)F (1-(2-Trifluoromethyl-phenyl)-1H-[1,2,4]triazol-3-ylamine). Yield: 94.0%. Reaction SMILES: C1([C:7]2O[N:10]=[C:9]([NH2:12])[N:8]=2)C=CC=CC=1.[NH2:13][C:14]1[CH:19]=[CH:18][CH:17]=[CH:16][C:15]=1[C:20]([F:23])([F:22])[F:21]>>[F:23][C:20]([F:21])([F:22])[C:15]1[CH:16]=[CH:17][CH:18]=[CH:19][C:14]=1[N:13]1[CH:7]=[N:8][C:9]([NH2:12])=[N:10]1. Reported procedure: Prepared in analogy to example 18a), starting with 5-phenyl-[1,2,4]oxadiazol-3-ylamine and 2-aminobenzotrifluoride. The title compound was obtained as brownish solid in a yield of 94%. MS ISP (m/e): 229.2 (64) [(M+H)+]. The yield is 66.7%. Reactants: C(C)(C)(C)C1=CC=C(C=C1)C1=C(C=C(C(=C1)C)N)C (4′-tert-butyl-2,5-dimethylbiphenyl-4-amine), aqueous solution, [OH-].[Na+] (sodium hydroxide), P(=O)(Cl)(Cl)Cl (phosphoric trichloride), N1C(CCCC1)=O (piperidin-2-one). Conditions: time 2 hour. Procedure details: A solution of 0.2 g (1.5 mmol) of phosphoric trichloride in 5 ml toluene was added to a mixture of 0.3 g (3.0 mmol) of piperidin-2-one, the exothermic reaction was stirred for 2 hrs at ambient temperature. Then a solution of 0.38 g (1.5 mmol) of 4′-tert-butyl-2,5-dimethylbiphenyl-4-amine in 5 ml of toluene was added and the reaction mixture was refluxed for 5 hrs. At ambient temperature 5 ml of a 10% aqueous solution of sodium hydroxide was added. Separation of the layers, extraction of the wate... The solvent is C1(=CC=CC=C1)C (toluene), C1(=CC=CC=C1)C (toluene). The product is C(C)(C)(C)C1=CC=C(C=C1)C1=C(C=C(C(=C1)C)N=C1NCCCC1)C (4′-tert-butyl-2,5-dimethyl-N-[piperidin-2-ylidene]biphenyl-4-amine). Reaction SMILES: P(Cl)(Cl)(Cl)=O.[NH:6]1[CH2:11][CH2:10][CH2:9][CH2:8][C:7]1=O.[C:13]([C:17]1[CH:22]=[CH:21][C:20]([C:23]2[CH:28]=[C:27]([CH3:29])[C:26]([NH2:30])=[CH:25][C:24]=2[CH3:31])=[CH:19][CH:18]=1)([CH3:16])([CH3:15])[CH3:14].[OH-].[Na+]>C1(C)C=CC=CC=1>[C:13]([C:17]1[CH:18]=[CH:19][C:20]([C:23]2[CH:28]=[C:27]([CH3:29])[C:26]([N:30]=[C:7]3[CH2:8][CH2:9][CH2:10][CH2:11][NH:6]3)=[CH:25][C:24]=2[CH3:31])=[CH:21][CH:22]=1)([CH3:16])([CH3:15])[CH3:14] |f:3.4|. Reactants: COC(c1cccc(OCc2ccccc2)c1C)c1c[nH]c2ncccc12, CC[SiH](CC)CC, CC#N, O=C(O)C(F)(F)F. As a reaction SMILES: [CH2:1]([c:2]1[cH:3][cH:4][cH:5][cH:6][cH:7]1)[O:8][c:9]1[c:10]([CH3:27])[c:11]([CH:15]([c:16]2[cH:17][nH:18][c:19]3[n:20][cH:21][cH:22][cH:23][c:24]23)[O:25][CH3:26])[cH:12][cH:13][cH:14]1.[CH2:35]([SiH:36]([CH2:37][CH3:38])[CH2:39][CH3:40])[CH3:41].[CH3:42][C:43]#[N:44].[OH:28][C:29]([C:30]([F:31])([F:32])[F:33])=[O:34]>>[CH2:1]([c:2]1[cH:3][cH:4][cH:5][cH:6][cH:7]1)[O:8][c:9]1[c:10]([CH3:27])[c:11]([CH2:15][c:16]2[cH:17][nH:18][c:19]3[n:20][cH:21][cH:22][cH:23][c:24]23)[cH:12][cH:13][cH:14]1. Yields the product Cc1c(Cc2c[nH]c3ncccc23)cccc1OCc1ccccc1. Starting materials: N1(CCC1)CCN1C(=NC(=C1)C1=CC(=NC=C1)C(C)C)C1CCNCC1 (4-[1-(2-azetidin-1-yl-ethyl)-2-piperidin-4-yl-1H-imidazol-4-yl]-2-isopropyl-pyridine), ClC1=C(C(=NC=N1)N)C1CCC1 (6-chloro-5-cyclobutyl-pyrimidin-4-ylamine). Yields the product N1(CCC1)CCN1C(=NC(=C1)C1=CC(=NC=C1)C(C)C)C1CCN(CC1)C1=C(C(=NC=N1)N)C1CCC1 (6-{4-[1-(2-Azetidin-1-yl-ethyl)-4-(2-isopropyl-pyridin-4-yl)-1H-imidazol-2-yl]-piperidin-1-yl}-5-cyclobutyl-pyrimidin-4-ylamine). RXN SMILES: [N:1]1([CH2:5][CH2:6][N:7]2[CH:11]=[C:10]([C:12]3[CH:17]=[CH:16][N:15]=[C:14]([CH:18]([CH3:20])[CH3:19])[CH:13]=3)[N:9]=[C:8]2[CH:21]2[CH2:26][CH2:25][NH:24][CH2:23][CH2:22]2)[CH2:4][CH2:3][CH2:2]1.Cl[C:28]1[N:33]=[CH:32][N:31]=[C:30]([NH2:34])[C:29]=1[CH:35]1[CH2:38][CH2:37][CH2:36]1>>[N:1]1([CH2:5][CH2:6][N:7]2[CH:11]=[C:10]([C:12]3[CH:17]=[CH:16][N:15]=[C:14]([CH:18]([CH3:20])[CH3:19])[CH:13]=3)[N:9]=[C:8]2[CH:21]2[CH2:22][CH2:23][N:24]([C:28]3[N:33]=[CH:32][N:31]=[C:30]([NH2:34])[C:29]=3[CH:35]3[CH2:38][CH2:37][CH2:36]3)[CH2:25][CH2:26]2)[CH2:4][CH2:3][CH2:2]1. Procedure: The title compound was prepared according to the procedure described for the preparation of compound “1” by using 4-[1-(2-azetidin-1-yl-ethyl)-2-piperidin-4-yl-1H-imidazol-4-yl]-2-isopropyl-pyridine and 6-chloro-5-cyclobutyl-pyrimidin-4-ylamine as the starting materials. LC-MS (M+H=501, obsd=501). The reactants are C1(=CC=CC=C1)C(C#N)(C1CN(C1)C(C)C)C1=CC=CC=C1 (α,α-Diphenyl-α-(1-isopropyl-3-azetidinyl)acetonitrile), S(O)(O)(=O)=O (sulfuric acid), [OH-].[Na+] (sodium hydroxide). Reaction conditions: temperature 130 celsius. Product: C1(=CC=CC=C1)C1(C(OCC1CNC(C)C)=O)C1=CC=CC=C1 (4,5-Dihydro-3,3-diphenyl-4-isopropylaminomethylfuran-2-(3H)one). Reaction SMILES: [C:1]1([C:7]([C:17]2[CH:22]=[CH:21][CH:20]=[CH:19][CH:18]=2)([CH:10]2[CH2:13][N:12]([CH:14]([CH3:16])[CH3:15])[CH2:11]2)[C:8]#N)[CH:6]=[CH:5][CH:4]=[CH:3][CH:2]=1.S(=O)(=O)(O)[OH:24].[OH-:28].[Na+]>>[C:1]1([C:7]2([C:17]3[CH:22]=[CH:21][CH:20]=[CH:19][CH:18]=3)[CH:10]([CH2:13][NH:12][CH:14]([CH3:16])[CH3:15])[CH2:11][O:28][C:8]2=[O:24])[CH:6]=[CH:5][CH:4]=[CH:3][CH:2]=1 |f:2.3|. Procedure details: α,α-Diphenyl-α-(1-isopropyl-3-azetidinyl)acetonitrile (142 g.; 0.49 mole) was added to 500 g. of 70% sulfuric acid at 90°-100° C. The temperature was raised to 130° C. for 48 hours. The cooled mixture was poured onto ice and the cold mixture made basic ty the addition of solid sodium hydroxide. The basic mixture was extracted with chloroform and the combined chloroform extracts dried over sodium sulfate and concentrated. The residual material was crystallized from an 80% isooctane -- 20% isoprop...